This data is from the Open Reaction Database (ORD), a public repository of structured organic reaction records. The task is: describe an organic reaction: reactants, conditions, products, and yield Reactants: CC(NC(=O)OCc1ccccc1)C(CC1CCCCC1)NC(=O)OC(C)(C)C, CO, Cl. Yields the product Cl, CC(NC(=O)OCc1ccccc1)C(N)CC1CCCCC1. RXN SMILES: [C:1]([O:2][C:3](=[O:4])[NH:8][CH:9]([CH:10]([CH3:11])[NH:12][C:13]([O:14][CH2:15][c:16]1[cH:17][cH:18][cH:19][cH:20][cH:21]1)=[O:22])[CH2:23][CH:24]1[CH2:25][CH2:26][CH2:27][CH2:28][CH2:29]1)([CH3:5])([CH3:6])[CH3:7].[CH3:30][OH:31].[ClH:32]>>[ClH:32].[NH2:8][CH:9]([CH:10]([CH3:11])[NH:12][C:13]([O:14][CH2:15][c:16]1[cH:17][cH:18][cH:19][cH:20][cH:21]1)=[O:22])[CH2:23][CH:24]1[CH2:25][CH2:26][CH2:27][CH2:28][CH2:29]1. The reactants are CC1=CC=C(C=C1)S(=O)(=O)OCCCN1C(C2=CC=CC=C2C1=O)=O (3-(1,3-dioxoisoindolin-2-yl)propyl 4-methylbenzenesulfonate), C([O-])([O-])=O.[K+].[K+] (potassium carbonate), FC(OC1=CC=C(C=C1)O)(F)F (4-trifluoromethoxyphenol). Run in CN(C)C=O (DMF). Reaction conditions: temperature 120 celsius. Product: FC(OC1=CC=C(OCCCN2C(C3=CC=CC=C3C2=O)=O)C=C1)(F)F (2-(3-(4-(trifluoromethoxy)phenoxy) propyl) isoindoline-1,3-dione). Yield: 32.8%. Reaction SMILES: CC1C=CC(S([O:11][CH2:12][CH2:13][CH2:14][N:15]2[C:23](=[O:24])[C:22]3[C:17](=[CH:18][CH:19]=[CH:20][CH:21]=3)[C:16]2=[O:25])(=O)=O)=CC=1.C(=O)([O-])[O-].[K+].[K+].[F:32][C:33]([F:43])([F:42])[O:34][C:35]1[CH:40]=[CH:39][C:38](O)=[CH:37][CH:36]=1>CN(C=O)C>[F:32][C:33]([F:42])([F:43])[O:34][C:35]1[CH:40]=[CH:39][C:38]([O:11][CH2:12][CH2:13][CH2:14][N:15]2[C:16](=[O:25])[C:17]3[C:22](=[CH:21][CH:20]=[CH:19][CH:18]=3)[C:23]2=[O:24])=[CH:37][CH:36]=1 |f:1.2.3|. Procedure: To a solution of 3-(1,3-dioxoisoindolin-2-yl)propyl 4-methylbenzenesulfonate (3 g, 8.35 mmol) in DMF (25 mL, 3 mL/mmol) was added potassium carbonate (1.8 g, 12.5 mmol) and 4-trifluoromethoxyphenol (1.5 g, 8.35 mmol) and the reaction was heated at 120° C. for 2 h. The reaction mixture was concentrated under reduced pressure and extracted with EtOAc (2×60 mL). The organic extracts were washed with brine, dried over sodium sulfate and concentrated under reduced pressure. Purification by silica gel... The solvent is O1CCCC1 (tetrahydrofuran). Conditions: time 3 hour. Yields the product FC1=CC=C(C=C1)C(=C(C=CC(CC(CC(=O)OC(C)(C)C)=O)O)C(C(C)C)C(C)C)C1=CC=C(C=C1)F (1,1-Dimethylethyl 9,9-bis(4-fluorophenyl)-5-hydroxy-8-[2-methyl-1-(1-methylethyl)propyl]-3-oxo-6,8-nonadienoate). Reported procedure: A solution of the dianion of 1,1-dimethylethyl acetoacetate (15 mL of 1M solution, 15 mmol) was added to a solution of 5,5-bis(4-fluorophenyl)-4-[2-methyl-1-(1-methylethyl)propyl]-2,4-pentadienal (4.1 g, 11.1 mmol) in tetrahydrofuran at -60° C. After stirring for 3 hours the reaction was quenched with 2N hydrochloric acid and the mixture extracted with diethyl ether. The extracts were dried with magnesium sulfate and concentrated in vacuo. The residue was purified by chromatography on silica elu... The reactants are C(CC(=O)C)(=O)OC(C)(C)C (1,1-dimethylethyl acetoacetate), FC1=CC=C(C=C1)C(=C(C=CC=O)C(C(C)C)C(C)C)C1=CC=C(C=C1)F (5,5-bis(4-fluorophenyl)-4-[2-methyl-1-(1-methylethyl)propyl]-2,4-pentadienal). Reaction SMILES: [C:1]([O:7][C:8]([CH3:11])([CH3:10])[CH3:9])(=[O:6])[CH2:2][C:3]([CH3:5])=[O:4].[F:12][C:13]1[CH:18]=[CH:17][C:16]([C:19]([C:32]2[CH:37]=[CH:36][C:35]([F:38])=[CH:34][CH:33]=2)=[C:20]([CH:25]([CH:29]([CH3:31])[CH3:30])[CH:26]([CH3:28])[CH3:27])[CH:21]=[CH:22][CH:23]=[O:24])=[CH:15][CH:14]=1>O1CCCC1>[F:12][C:13]1[CH:14]=[CH:15][C:16]([C:19]([C:32]2[CH:33]=[CH:34][C:35]([F:38])=[CH:36][CH:37]=2)=[C:20]([CH:25]([CH:29]([CH3:30])[CH3:31])[CH:26]([CH3:28])[CH3:27])[CH:21]=[CH:22][CH:23]([OH:24])[CH2:5][C:3](=[O:4])[CH2:2][C:1]([O:7][C:8]([CH3:11])([CH3:10])[CH3:9])=[O:6])=[CH:17][CH:18]=1. Yield: 54.7%.